From a dataset of the Open Reaction Database (ORD), a public repository of structured organic reaction records. describe an organic reaction: reactants, conditions, products, and yield As a reaction SMILES: [CH3:8][c:9]1[c:10]([S:15][CH:16]([CH:17]2[O:18][CH2:19][CH2:20][N:21]([CH2:23][c:24]3[cH:25][cH:26][cH:27][cH:28][cH:29]3)[CH2:22]2)[c:30]2[cH:31][cH:32][cH:33][cH:34][cH:35]2)[n:11][cH:12][cH:13][cH:14]1.[CH:1]([NH:2][CH:3]([CH3:4])[CH3:5])([CH3:6])[CH3:7].[Cl:36][C:37]([O:38][CH:39]([Cl:40])[CH3:41])=[O:42].[Cl:43][CH2:44][Cl:45]>>[CH3:8][c:9]1[c:10]([S:15][CH:16]([CH:17]2[O:18][CH2:19][CH2:20][NH:21][CH2:22]2)[c:30]2[cH:31][cH:32][cH:33][cH:34][cH:35]2)[n:11][cH:12][cH:13][cH:14]1. Yields the product Cc1cccnc1SC(c1ccccc1)C1CNCCO1. Starting materials: Cc1cccnc1SC(c1ccccc1)C1CN(Cc2ccccc2)CCO1, CC(C)NC(C)C, CC(Cl)OC(=O)Cl, ClCCl. Reactants: C(C1=CC=CC=C1)O[C@@H]1[C@H]([C@H](OCC[Si](C)(C)C)O[C@@H]([C@H]1O)COCC1=CC=CC=C1)N1C(C=2C(C1=O)=CC=CC2)=O (2-(trimethyl silyl)ethyl 3,6-di-O-benzyl-2-deoxy-2-phthalimido-β-D-glucopyranoside), C(C1=CC=CC=C1)O[C@@H]1[C@H]([C@H](OCC[Si](C)(C)C)O[C@@H]([C@H]1O)COCC1=CC=CC=C1)N1C(C=2C(C1=O)=CC=CC2)=O (2-(trimethyl silyl)ethyl 3,6-di-O-benzyl-2-deoxy-2-phthalimido-β-D-glucopyranoside), C(C)(=O)OC(C)=O (acetic anhydride). Run in N1=CC=CC=C1 (pyridine). Run at time 5 hour. The product is ethyl acetate-hoxane, C(C)(=O)O[C@H]1[C@@H]([C@H]([C@H](OCC[Si](C)(C)C)O[C@@H]1COCC1=CC=CC=C1)N1C(C=2C(C1=O)=CC=CC2)=O)OCC2=CC=CC=C2 (2-(trimethyl silyl)ethyl 4-O-acetyl-3,6-di-O-benzyl-2-deoxy-2-phthalimido-β-D-glucopyranoside). RXN SMILES: [CH2:1]([O:8][C@H:9]1[C@H:21]([OH:22])[C@@H:20]([CH2:23][O:24][CH2:25][C:26]2[CH:31]=[CH:30][CH:29]=[CH:28][CH:27]=2)[O:19][C@@H:11]([O:12][CH2:13][CH2:14][Si:15]([CH3:18])([CH3:17])[CH3:16])[C@@H:10]1[N:32]1[C:36](=[O:37])[C:35]2=[CH:38][CH:39]=[CH:40][CH:41]=[C:34]2[C:33]1=[O:42])[C:2]1[CH:7]=[CH:6][CH:5]=[CH:4][CH:3]=1.[C:43](OC(=O)C)(=[O:45])[CH3:44]>N1C=CC=CC=1>[C:43]([O:22][C@@H:21]1[C@@H:20]([CH2:23][O:24][CH2:25][C:26]2[CH:27]=[CH:28][CH:29]=[CH:30][CH:31]=2)[O:19][C@@H:11]([O:12][CH2:13][CH2:14][Si:15]([CH3:17])([CH3:16])[CH3:18])[C@H:10]([N:32]2[C:36](=[O:37])[C:35]3=[CH:38][CH:39]=[CH:40][CH:41]=[C:34]3[C:33]2=[O:42])[C@H:9]1[O:8][CH2:1][C:2]1[CH:3]=[CH:4][CH:5]=[CH:6][CH:7]=1)(=[O:45])[CH3:44]. Reported procedure: To a solution of 2-(trimethyl silyl)ethyl 3,6-di-O-benzyl-2-deoxy-2-phthalimido-β-D-glucopyranoside (compound 14, 8.0 g, 13.6 m mol) in pyridine (40 ml), was added acetic anhydride (10 ml) at 0° C., and the mixture was stirred for 5 hrs at room temperature, and concentrated. Column chromatography (1:2 ethyl acetate-hoxane) of the residue on silica gel (200 g) gave compound 15 (8.6 g, quantitative yield) as crystals: